This data is from the Open Reaction Database (ORD), a public repository of structured organic reaction records. The task is: describe an organic reaction: reactants, conditions, products, and yield Reactants: FC(C=1C=C(N)C=CC1)(F)F (α,α,α-trifluoro-m-toluidine), C(C)(=O)OC(C)=O (acetic anhydride). Solvent: Cl (hydrochloric acid). Yields the product CC(=O)NC1=CC=CC(=C1)C(F)(F)F (α,α,α-trifluoro-m-acetotoluidide). The yield is 93.3%. Reaction SMILES: [F:1][C:2]([F:11])([F:10])[C:3]1[CH:4]=[C:5]([CH:7]=[CH:8][CH:9]=1)[NH2:6].[C:12](OC(=O)C)(=[O:14])[CH3:13]>Cl>[CH3:13][C:12]([NH:6][C:5]1[CH:4]=[C:3]([C:2]([F:10])([F:11])[F:1])[CH:9]=[CH:8][CH:7]=1)=[O:14]. Procedure: To a solution of 161.0 g of α,α,α-trifluoro-m-toluidine in 500 ml of 2N hydrochloric acid, at room temperature, with vigorous agitation, is added rapidly 102.0 g of acetic anhydride. An exothermic reaction occurs and the temperature is allowed to rise spontaneously to about 50°. Subsequently, the mixture is allowed to cool to room temperature, and then cooled in ice. The crystalline solid is filtered to give 189.3 g of α,α,α-trifluoro-m-acetotoluidide. Starting materials: N=1C=CN2C1CN(CC2)C(=O)OC(C)(C)C (1,1-Dimethylethyl 5,6,7,8-tetrahydroimidazo[1,2-a]pyrazin-7-carboxylate), FC(C(=O)O)(F)F (trifluoroacetic acid). The solvent is ClCCl (dichloromethane). Reaction conditions: time 45 minute. The product is FC(C(=O)O)(F)F.N=1C=CN2C1CNCC2 (5,6,7,8-Tetrahydroimidazo[1,2-a]pyrazine Trifluoroacetate). Reaction SMILES: [N:1]1[CH:2]=[CH:3][N:4]2[CH2:9][CH2:8][N:7](C(OC(C)(C)C)=O)[CH2:6][C:5]=12.[F:17][C:18]([F:23])([F:22])[C:19]([OH:21])=[O:20]>ClCCl>[F:17][C:18]([F:23])([F:22])[C:19]([OH:21])=[O:20].[N:1]1[CH:2]=[CH:3][N:4]2[CH2:9][CH2:8][NH:7][CH2:6][C:5]=12 |f:3.4|. Reported procedure: 1,1-Dimethylethyl 5,6,7,8-tetrahydroimidazo[1,2-a]pyrazin-7-carboxylate (Description 163, 505 mg, 2.26 mmol) in dichloromethane (2.5 mL) was added to stirred, cooled (0° C.) trifluoroacetic acid (5 mL) and the mixture was stirred at 0° C. for 15 minutes, then at room temperature for 45 minutes. The solvent was evaporated under reduced pressure to give the title compound. m/z (ES+) 124 (M+1). Starting materials: C(C)(=O)O[C@H]1[C@H](OC=2C=NC(=CC2)Br)SC[C@H]([C@@H]1OC(C)=O)OC(C)=O (6-bromo-3-pyridinyl 2,3,4-tri-O-acetyl-5-thio-β-D-xylopyranoside), IV, COC1=C(C=NC=C1)B(O)O (4-methoxy-3-pyridineboronic acid). The product is O([C@H]1[C@H](O)[C@@H](O)[C@H](O)CS1)C=1C=NC(=CC1)C=1C=NC=CC1OC (6-(4-Methoxy-3-pyridinyl)-3-pyridinyl 5-thio-β-D-xylopyranoside), solid. The yield is 37.0%. As a reaction SMILES: C([O:4][C@@H:5]1[C@@H:18]([O:19]C(=O)C)[C@H:17]([O:23]C(=O)C)[CH2:16][S:15][C@H:6]1[O:7][C:8]1[CH:9]=[N:10][C:11](Br)=[CH:12][CH:13]=1)(=O)C.[CH3:27][O:28][C:29]1[CH:34]=[CH:33][N:32]=[CH:31][C:30]=1B(O)O>>[O:7]([C:8]1[CH:9]=[N:10][C:11]([C:30]2[CH:31]=[N:32][CH:33]=[CH:34][C:29]=2[O:28][CH3:27])=[CH:12][CH:13]=1)[C@@H:6]1[S:15][CH2:16][C@@H:17]([OH:23])[C@H:18]([OH:19])[C@H:5]1[OH:4]. Reported procedure: By carrying out the operation analogously to example 239, starting from 6-bromo-3-pyridinyl 2,3,4-tri-O-acetyl-5-thio-β-D-xylopyranoside, obtained according to preparation IV, and 4-methoxy-3-pyridineboronic acid, the desired product is obtained in the form of a white solid (yield=37%).